This data is from the Open Reaction Database (ORD), a public repository of structured organic reaction records. The task is: describe an organic reaction: reactants, conditions, products, and yield Starting materials: C1C(CCC=2SC3=C(C21)C=CC=C3)C(=O)OCC (ethyl 1,2,3,4-tetrahydrodibenzo[b,d]thiophene-2-carboxylate), [OH-].[K+] (KOH). Solvent: CCO (EtOH). Reaction conditions: temperature 40 celsius, time 3 hour. Product: C1C(CCC=2SC3=C(C21)C=CC=C3)C(=O)O (1,2,3,4-Tetrahydrodibenzo[b,d]thiophene-2-carboxylic acid). The yield is 75.0%. Reaction SMILES: [CH2:1]1[C:9]2[C:8]3[CH:10]=[CH:11][CH:12]=[CH:13][C:7]=3[S:6][C:5]=2[CH2:4][CH2:3][CH:2]1[C:14]([O:16]CC)=[O:15].[OH-].[K+]>CCO>[CH2:1]1[C:9]2[C:8]3[CH:10]=[CH:11][CH:12]=[CH:13][C:7]=3[S:6][C:5]=2[CH2:4][CH2:3][CH:2]1[C:14]([OH:16])=[O:15] |f:1.2|. Procedure: To a solution of ethyl 1,2,3,4-tetrahydrodibenzo[b,d]thiophene-2-carboxylate (1.15 g, 4.42 mmol) in EtOH (50 mL) was added KOH (0.4 g, 7.07 mmol). The reaction was stirred at 40° C. for 3 hours. After cooling to room temperature, the mixture was extracted with ether. The ether layer was washed with aqueous Na2CO3. The combined aqueous layers were acidified to pH 2 with conc. HCl and extracted with EtOAc. The EtOAc layer was washed with brine, then was dried over MgSO4 and concentrated to dryness... The reactants are BrC=1C=CC=C2C(=CC(=NC12)O)NC1=CC(=C(C=C1)Cl)Cl (8-Bromo-2-hydroxy-4-(3,4-dichlorophenyl)aminoquinoline), O=P(Cl)(Cl)Cl (POCl3). Yields the product BrC=1C=CC=C2C(=CC(=NC12)Cl)NC1=CC(=C(C=C1)Cl)Cl (8-Bromo-2-chloro-4-(3,4-dichlorophenyl)aminoquinoline). The yield is 38.8%. Reaction SMILES: [Br:1][C:2]1[CH:3]=[CH:4][CH:5]=[C:6]2[C:11]=1[N:10]=[C:9](O)[CH:8]=[C:7]2[NH:13][C:14]1[CH:19]=[CH:18][C:17]([Cl:20])=[C:16]([Cl:21])[CH:15]=1.O=P(Cl)(Cl)[Cl:24]>>[Br:1][C:2]1[CH:3]=[CH:4][CH:5]=[C:6]2[C:11]=1[N:10]=[C:9]([Cl:24])[CH:8]=[C:7]2[NH:13][C:14]1[CH:19]=[CH:18][C:17]([Cl:20])=[C:16]([Cl:21])[CH:15]=1. Procedure details: 8-Bromo-2-hydroxy-4-(3,4-dichlorophenyl)aminoquinoline (3.52 g, 9.16 mmol) and 26 mL of POCl3 were heated to 120° C. for 4 h. The bulk of the POCl3 was distilled (˜18 mL), and the reaction cooled. The solution was poured slowly onto warm water to get a gummy solid. The water was decanted and the solids washed with several portions of water. A final wash with toluene and drying under vacuum afforded 1.43 g of material (3.55 mmol, 38.8%). 1H NMR (300 MHz, DMSO): 9.58(s, 1H), 8.39(d, 1H, J=8.48 Hz)...